Task: describe an organic reaction: reactants, conditions, products, and yield. Dataset: the Open Reaction Database (ORD), a public repository of structured organic reaction records Starting materials: Cl.N[C@H]1[C@@H](C1)C1=CC=C(C=C1)NC(C1=CC(=CC=C1)C(F)(F)F)=O (N-[4-(trans-2-aminocyclopropyl)phenyl]-3-(trifluoromethyl)benzamide hydrochloride), C1(CC1)C=O (cyclopropanecarbaldehyde), C(O)([O-])=O.[Na+] (sodium hydrogen carbonate), [BH4-].[Na+] (sodium borohydride), C(O)([O-])=O.[Na+] (sodium hydrogen carbonate). The solvent is CO (methanol), C1CCOC1 (THF). Reaction conditions: temperature 60 celsius, time 1 hour. Product: Cl.C1(CC1)CN[C@H]1[C@@H](C1)C1=CC=C(C=C1)NC(C1=CC(=CC=C1)C(F)(F)F)=O (N-(4-{trans-2-[(cyclopropylmethyl)amino]cyclopropyl}phenyl)-3-(trifluoromethyl)benzamide hydrochloride). The yield is 45.7%. RXN SMILES: [ClH:1].[NH2:2][C@@H:3]1[CH2:5][C@H:4]1[C:6]1[CH:11]=[CH:10][C:9]([NH:12][C:13](=[O:24])[C:14]2[CH:19]=[CH:18][CH:17]=[C:16]([C:20]([F:23])([F:22])[F:21])[CH:15]=2)=[CH:8][CH:7]=1.[CH:25]1([CH:28]=O)[CH2:27][CH2:26]1.C(=O)([O-])O.[Na+].[BH4-].[Na+]>CO.C1COCC1>[ClH:1].[CH:25]1([CH2:28][NH:2][C@@H:3]2[CH2:5][C@H:4]2[C:6]2[CH:7]=[CH:8][C:9]([NH:12][C:13](=[O:24])[C:14]3[CH:19]=[CH:18][CH:17]=[C:16]([C:20]([F:22])([F:23])[F:21])[CH:15]=3)=[CH:10][CH:11]=2)[CH2:27][CH2:26]1 |f:0.1,3.4,5.6,9.10|. Procedure: To a solution of N-[4-(trans-2-aminocyclopropyl)phenyl]-3-(trifluoromethyl)benzamide hydrochloride (150 mg) in methanol (10 mL)/THF (10 mL) were added cyclopropanecarbaldehyde (38.3 mg) and sodium hydrogen carbonate (70.6 mg). The mixture was stirred at 60° C. for 1 hr, and ice-cooled to 0° C. and sodium borohydride (31.8 mg) was added. The mixture was stirred at room temperature for 2 hr, and ice-cooled to 0° C., and aqueous sodium hydrogen carbonate solution was added. The mixture was extracte... Reactants: Example 3 ( 2 ), FC1=CC=C(C=C1)C1=CC(=C(O1)C)C=O (5-(4-fluorophenyl)-2-methyl-3-furaldehyde), C1(CCCCC1)[Mg]Br.O1CCCC1 (cyclohexylmagnesium bromide tetrahydrofuran). Yields the product C1(CCCCC1)C(O)C1=C(OC(=C1)C1=CC=C(C=C1)F)C (cyclohexyl[5-(4-fluorophenyl)-2-methyl-3-furyl]methanol). The yield is 83.0%. RXN SMILES: [F:1][C:2]1[CH:7]=[CH:6][C:5]([C:8]2[O:12][C:11]([CH3:13])=[C:10]([CH:14]=[O:15])[CH:9]=2)=[CH:4][CH:3]=1.[CH:16]1([Mg]Br)[CH2:21][CH2:20][CH2:19][CH2:18][CH2:17]1.O1CCCC1>>[CH:16]1([CH:14]([C:10]2[CH:9]=[C:8]([C:5]3[CH:6]=[CH:7][C:2]([F:1])=[CH:3][CH:4]=3)[O:12][C:11]=2[CH3:13])[OH:15])[CH2:21][CH2:20][CH2:19][CH2:18][CH2:17]1 |f:1.2|. Procedure details: An operation similar to that in Example 3 (2) was performed using 5-(4-fluorophenyl)-2-methyl-3-furaldehyde (2.0 g) and 1N cyclohexylmagnesium bromide-tetrahydrofuran solution (15 mL) to give the title compound (2.4 g, 83%) as a white crystal. Reactants: C(C)(C)(C)OC(=O)N1CCC(CC1)=O (1-(tert-butoxycarbonyl)-4-piperidinone), CCOC=1C=CC(=CC1)N (p-phenetidine). Yields the product C(C)(C)(C)OC(=O)N1CCC(CC1)NC1=CC=C(C=C1)OCC (1-(tert-butoxycarbonyl)-4-(4-ethoxyphenylamino)piperidine). RXN SMILES: [C:1]([O:5][C:6]([N:8]1[CH2:13][CH2:12][C:11](=O)[CH2:10][CH2:9]1)=[O:7])([CH3:4])([CH3:3])[CH3:2].[CH3:15][CH2:16][O:17][C:18]1[CH:19]=[CH:20][C:21]([NH2:24])=[CH:22][CH:23]=1>>[C:1]([O:5][C:6]([N:8]1[CH2:13][CH2:12][CH:11]([NH:24][C:21]2[CH:20]=[CH:19][C:18]([O:17][CH2:16][CH3:15])=[CH:23][CH:22]=2)[CH2:10][CH2:9]1)=[O:7])([CH3:4])([CH3:3])[CH3:2]. Procedure details: 1-(tert-butoxycarbonyl)-4-piperidinone (5.00 g) and p-phenetidine (3.28 g) was treated in the same manner as described in Preparation Example 37 to give brown powder of the title compound. Starting materials: ClS(=O)(=O)O (Chlorosulfonic acid), ClC1=CC=C(OC2=CC=CC=C2)C=C1 (4-chlorophenoxybenzene), ice water. Yields the product ClC1=CC=C(OC2=CC=C(C=C2)S(=O)(=O)Cl)C=C1 (4(4-Chlorophenoxy)benzenesulfonyl chloride). RXN SMILES: [Cl:1][S:2]([OH:5])(=O)=[O:3].[Cl:6][C:7]1[CH:19]=[CH:18][C:10]([O:11][C:12]2[CH:17]=[CH:16][CH:15]=[CH:14][CH:13]=2)=[CH:9][CH:8]=1>>[Cl:6][C:7]1[CH:19]=[CH:18][C:10]([O:11][C:12]2[CH:17]=[CH:16][C:15]([S:2]([Cl:1])(=[O:5])=[O:3])=[CH:14][CH:13]=2)=[CH:9][CH:8]=1. Procedure: Chlorosulfonic acid (9.7 mL, 0.147 mole) was added dropwise to 4-chlorophenoxybenzene (12.6 mL, 73.4 mmole) at room temperature with stirring. When addition was complete, the mixture was stirred at room temperature for 1 hour and then poured into ice water. The solid was collected by filtration, dried in the air, and recrystallized from petroleum ether and ethyl acetate to give 4-(4-chlorophenoxy)benzenesulfonylohloride (7.43 grams, 33%). Starting materials: BrC1CC(OC1)C1=C(C=C(C=C1)F)F ((+/-)-4-Bromo-2-(2,4-difluorophenyl)tetrahydrofuran), C(C)(=S)[O-].[K+] (potassium thioacetate), C(C)#N (acetonitrile). Run in C(C)(=O)OCC.CCCCCC (ethyl acetate hexane). Product: FC1=C(C=CC(=C1)F)C1CC(CO1)SC(C)=O ((+/-)-Ethanethioic acid S-[5-(2,4-difluorophenyl)tetrahydro-3-furanyl]ester). The yield is 76.7%. As a reaction SMILES: Br[CH:2]1[CH2:6][O:5][CH:4]([C:7]2[CH:12]=[CH:11][C:10]([F:13])=[CH:9][C:8]=2[F:14])[CH2:3]1.[C:15]([O-:18])(=[S:17])[CH3:16].[K+].C(#N)C>C(OCC)(=O)C.CCCCCC>[F:14][C:8]1[CH:9]=[C:10]([F:13])[CH:11]=[CH:12][C:7]=1[CH:4]1[O:5][CH2:6][CH:2]([S:17][C:15](=[O:18])[CH3:16])[CH2:3]1 |f:1.2,4.5|. Procedure details: The title compound is prepared by the procedure of Example 5 using 1.9 g of product from Example 165, 0.866 g of potassium thioacetate and 30 ml of acetonitrile to give, after chromatography (silica gel: 5% ethyl acetate/hexane), 1.43 g of the desired product, as a mixture of isomers.